This data is from the Open Reaction Database (ORD), a public repository of structured organic reaction records. The task is: describe an organic reaction: reactants, conditions, products, and yield The reactants are O (water), C1(CC1)COC(C(CC(C)C)C1=CC(=C(C(=C1)OCC1CC1)I)Cl)=O (2-(3-chloro-5-cyclopropylmethoxy-4-iodo-phenyl)-4-methyl-pentanoic acid cyclopropylmethyl ester), FC(C1=CC=C(C=C1)B(O)O)(F)F (4-trifluoromethylphenylboronic acid), [F-].[Cs+] (CsF). Reagents/catalysts: C1=CC=C(C=C1)P([C-]2C=CC=C2)C3=CC=CC=C3.C1=CC=C(C=C1)P([C-]2C=CC=C2)C3=CC=CC=C3.Cl[Pd]Cl.[Fe+2] ([1,1′-bis(diphenylphosphino)ferrocene]dichloropalladium). Solvent: CCOC(=O)C (EtOAc), COCCOC (DME). Run at temperature 100 celsius. Product: C1(CC1)COC(C(CC(C)C)C1=CC(=C(C(=C1)OCC1CC1)C1=CC=C(C=C1)C(F)(F)F)Cl)=O (2-(2-chloro-6-cyclopropylmethoxy-4′-trifluoromethyl-biphenyl-4-yl)-4-methyl-pentanoic acid cyclopropylmethyl ester). The yield is 67.0%. RXN SMILES: [CH:1]1([CH2:4][O:5][C:6](=[O:25])[CH:7]([C:12]2[CH:17]=[C:16]([O:18][CH2:19][CH:20]3[CH2:22][CH2:21]3)[C:15](I)=[C:14]([Cl:24])[CH:13]=2)[CH2:8][CH:9]([CH3:11])[CH3:10])[CH2:3][CH2:2]1.[F:26][C:27]([F:38])([F:37])[C:28]1[CH:33]=[CH:32][C:31](B(O)O)=[CH:30][CH:29]=1.[F-].[Cs+].O>COCCOC.C1C=CC(P(C2C=CC=CC=2)[C-]2C=CC=C2)=CC=1.C1C=CC(P(C2C=CC=CC=2)[C-]2C=CC=C2)=CC=1.Cl[Pd]Cl.[Fe+2].CCOC(C)=O>[CH:1]1([CH2:4][O:5][C:6](=[O:25])[CH:7]([C:12]2[CH:17]=[C:16]([O:18][CH2:19][CH:20]3[CH2:22][CH2:21]3)[C:15]([C:31]3[CH:32]=[CH:33][C:28]([C:27]([F:38])([F:37])[F:26])=[CH:29][CH:30]=3)=[C:14]([Cl:24])[CH:13]=2)[CH2:8][CH:9]([CH3:11])[CH3:10])[CH2:3][CH2:2]1 |f:2.3,6.7.8.9|. Reported procedure: To a solution of 2-(3-chloro-5-cyclopropylmethoxy-4-iodo-phenyl)-4-methyl-pentanoic acid cyclopropylmethyl ester (0.09 g, 0.19 mmol) in DME (anhydrous, 10 mL) under argon atmosphere were added 4-trifluoromethylphenylboronic acid (0.04 g, 0.2 mmol), CsF (0.07 g, 0.46 mmol), and [1,1′-bis(diphenylphosphino)ferrocene]dichloropalladium (II) (0.06 g, 0.08 mmol). The reaction mixture was refluxed for 18 h (oil bath, 100° C.). A mixture of water and EtOAc (15 mL/15 mL) was added and the layers were sep... The reactants are C(CCCCCCC)O (n-octanol), OC1=CC=C(C=C1)C1=CC=C(C(=O)O)C=C1 (4-(4'-hydroxyphenyl)benzoic acid), C1(=CC=C(C=C1)S(=O)(=O)O)C (p-toluenesulfonic acid), C1(=CC=CC=C1)C (toluene). Run in O (Water). Yields the product C(CCCCCCC)OC(=O)C1=CC=C(C=C1)C1=CC=C(C=C1)O (4-(4'-octyloxycarbonylphenyl)phenol). Yield: 87.5%. Reaction SMILES: [CH2:1]([OH:9])[CH2:2][CH2:3][CH2:4][CH2:5][CH2:6][CH2:7][CH3:8].[OH:10][C:11]1[CH:16]=[CH:15][C:14]([C:17]2[CH:25]=[CH:24][C:20]([C:21](O)=[O:22])=[CH:19][CH:18]=2)=[CH:13][CH:12]=1.C1(C)C=CC(S(O)(=O)=O)=CC=1.C1(C)C=CC=CC=1>O>[CH2:1]([O:9][C:21]([C:20]1[CH:19]=[CH:18][C:17]([C:14]2[CH:15]=[CH:16][C:11]([OH:10])=[CH:12][CH:13]=2)=[CH:25][CH:24]=1)=[O:22])[CH2:2][CH2:3][CH2:4][CH2:5][CH2:6][CH2:7][CH3:8]. Procedure: Fifteen grams of n-octanol, 7.5 g of 4-(4'-hydroxyphenyl)benzoic acid and 7.0 g of p-toluenesulfonic acid were dissolved with 100 ml of toluene in a three necked flask with a dehydration apparatus, and the mixture was refluxed for 15 hours. Water was added to the mixture to separate a toluene layer. Ten grams of 4-(4'-octyloxycarbonylphenyl)phenol (A) were obtained by removing the toluene layer under reduced pressure followed concentration. (s)-4-(1-chloro-2-methylpropylcarbonyloxy) benzoic acid... Reactants: Cl.NC(CO)(CO)COCC (2-amino-2-ethoxymethyl-1,3-propanediol hydrochloride), Cl.C1=CC=CC=2C3=CC=CC=C3C(=CC12)CN[C@](CO)([C@H](C)O)C ((+-)(2R*,3S*)-2-((9-Phenanthrenylmethyl)amino)-2-methyl-1,3-butanediol hydrochloride), C1=CC=CC=2C3=CC=CC=C3C(=CC12)C=O (phenanthrene-9-carbaldehyde). Yields the product ( 8B ), Cl.C(C)OCC(CO)(CO)NCC=1C2=CC=CC=C2C=2C=CC=CC2C1 (2-ethoxymethyl-2-(((9-phenanthrenyl)methyl)amino)-1,3-propanediol hydrochloride). RXN SMILES: [ClH:1].[CH:2]1[C:15]2[CH:14]=[C:13]([CH2:16][NH:17][C@@:18]([CH3:24])([C@@H:21]([OH:23])C)[CH2:19][OH:20])[C:12]3[C:7](=[CH:8][CH:9]=[CH:10][CH:11]=3)[C:6]=2[CH:5]=[CH:4][CH:3]=1.C1C2C=[C:36]([CH:39]=[O:40])C3C(=CC=CC=3)C=2C=CC=1.Cl.NC(COCC)(CO)CO>>[ClH:1].[CH2:39]([O:40][CH2:24][C:18]([NH:17][CH2:16][C:13]1[C:12]2[C:7]([C:6]3[CH:5]=[CH:4][CH:3]=[CH:2][C:15]=3[CH:14]=1)=[CH:8][CH:9]=[CH:10][CH:11]=2)([CH2:21][OH:23])[CH2:19][OH:20])[CH3:36] |f:0.1,3.4,5.6|. Reported procedure: Using the reductive amination procedure outlined for 7G, phenanthrene-9-carbaldehyde (Aldrich) and 2-amino-2-ethoxymethyl-1,3-propanediol hydrochloride.1/4H2O (8B) gave 2-ethoxymethyl-2-(((9-phenanthrenyl)methyl)amino)-1,3-propanediol hydrochloride mp 173°-175°, (EtOH/Et2O), (C, H, Cl, N). Starting materials: FC=1C=C(CN)C=CC1F (3,4-difluorobenzylamine), N1CCOCC1 (morpholine), CC1(OC(C(O1)=CC(=O)Cl)=O)C ((2,2-dimethyl-5-oxo-[1,3]dioxolan-4-ylidene)-acetyl chloride). Run in C(Cl)Cl (CH2Cl2). Run at time 1 hour. The product is FC=1C=C(CNC(C=C2OC(OC2=O)(C)C)=O)C=CC1F (N-(3,4-Difluoro-benzyl)-2-(2,2-dimethyl-5-oxo-[1,3]dioxolan-4-ylidene)-acetamide). Yield: 91.7%. RXN SMILES: [F:1][C:2]1[CH:3]=[C:4]([CH:7]=[CH:8][C:9]=1[F:10])[CH2:5][NH2:6].N1CCOCC1.[CH3:17][C:18]1([CH3:28])[O:22][C:21](=[CH:23][C:24](Cl)=[O:25])[C:20](=[O:27])[O:19]1>C(Cl)Cl>[F:1][C:2]1[CH:3]=[C:4]([CH:7]=[CH:8][C:9]=1[F:10])[CH2:5][NH:6][C:24](=[O:25])[CH:23]=[C:21]1[C:20](=[O:27])[O:19][C:18]([CH3:17])([CH3:28])[O:22]1. Procedure details: To a stirred suspension of 3,4-difluorobenzylamine (0.43 mg, 0.3 mmol) and resin bound morpholine (200 mg, 2.5–4.0 mmol/1 g) was added a solution of (2,2-dimethyl-5-oxo-[1,3]dioxolan-4-ylidene)-acetyl chloride (60 mg, 0.31 mmol) in CH2Cl2 (3 mL) and the mixture stirred for 1 h. The mixture was filtered and the filtrate concentrated to give the title product as a white solid (81.8 mg, 92% yield). MS calcd for C14H13F2NO4Na (M+Na): 320.29. found: 320.27.